From a dataset of the Open Reaction Database (ORD), a public repository of structured organic reaction records. describe an organic reaction: reactants, conditions, products, and yield The reactants are C(CCCCCCCCCCCCCCC)NC1=CC=C(O1)C(=O)OCC (ethyl 5-hexadecylamino-2-furancarboxylate), [OH-].[Na+] (sodium hydroxide). The solvent is C(C)O (ethanol). Yields the product C(CCCCCCCCCCCCCCC)NC1=CC=C(O1)C(=O)O (5-hexadecylamino-2-furancarboxylic acid). RXN SMILES: [CH2:1]([NH:17][C:18]1[O:22][C:21]([C:23]([O:25]CC)=[O:24])=[CH:20][CH:19]=1)[CH2:2][CH2:3][CH2:4][CH2:5][CH2:6][CH2:7][CH2:8][CH2:9][CH2:10][CH2:11][CH2:12][CH2:13][CH2:14][CH2:15][CH3:16].[OH-].[Na+]>C(O)C>[CH2:1]([NH:17][C:18]1[O:22][C:21]([C:23]([OH:25])=[O:24])=[CH:20][CH:19]=1)[CH2:2][CH2:3][CH2:4][CH2:5][CH2:6][CH2:7][CH2:8][CH2:9][CH2:10][CH2:11][CH2:12][CH2:13][CH2:14][CH2:15][CH3:16] |f:1.2|. Reported procedure: A mixture of 2.0 g. of ethyl 5-hexadecylamino-2-furancarboxylate, 10 ml. of ethanol, and 2.0 ml. of 1 N sodium hydroxide is stirred under reflux for 3 hours and then allowed to cool. The mixture is concentrated in vacuo, diluted with water, and adjusted to pH 5 with the dropwise addition of dilute hydrochloric acid. The solid is collected by filtration, washed with water, and dried to yield the product.